This data is from the Open Reaction Database (ORD), a public repository of structured organic reaction records. The task is: describe an organic reaction: reactants, conditions, products, and yield The reactants are CC(C)=CCCC(C)CCO (Citronellol), [H][H] (hydrogen), CuCr2O4, [H][H] (hydrogen), C[C@@H]1CC[C@H](C(=O)C1)C(C)C (menthone), CC1CCC(C(=O)C1)C(C)C (iso-menthone). The reagents and catalysts are [O-2].[Cr+3].[Cu+2] (copper-chromium oxide). Reaction conditions: time 4 hour. Product: C1=C(C)C=CC(C(C)C)=C1O (thymol). The yield is 5.1%. Reaction SMILES: [CH3:1][C:2](=[CH:4][CH2:5][CH2:6][CH:7]([CH2:9][CH2:10][OH:11])[CH3:8])[CH3:3].[H][H].C[C@H]1CC(=O)[C@H](C(C)C)CC1.CC1CC(=O)C(C(C)C)CC1>[O-2].[Cr+3].[Cu+2]>[CH:9]1[C:10]([OH:11])=[C:4]([CH:2]([CH3:3])[CH3:1])[CH:5]=[CH:6][C:7]=1[CH3:8] |f:4.5.6|. Reported procedure: Citronellol (156 g; 1 mole) and 7.8 g of a copper-chromium oxide catalyst (CuO:Cr2O3 = 50:50 by weight; mainly as CuCr2O4 ; less than 200 mesh, a product of Nikki Chemical Co., Ltd.) were charged into a pressure reactor, and reacted at 230° C under a hydrogen pressure of 2 kg/cm2.G. In about 4 hours, the evolution of hydrogen ended. The amount of hydrogen evolved was 24 liters. The catalyst was separated from the reaction product by filtration, and the residue was distilled under reduced pressur... The reactants are C(C1=CC=CC=C1)OC1=NC(=C(C(=N1)C(=O)C=1C=C(C#N)C=C(C1)C)C(C)(C)C)OCC1=CC=CC=C1 (3-(2,6-Bis-benzyloxy-5-tert-butyl-pyrimidine-4-carbonyl)-5-methyl-benzonitrile). The reagents and catalysts are [Pd] (palladium on carbon). The solvent is C(C)O (ethanol). Reaction conditions: time 1.5 hour. The product is C(C)(C)(C)C1=C(NC(NC1=O)=O)C(=O)C=1C=C(C#N)C=C(C1)C (3-(5-tert-Butyl-2,6-dioxo-1,2,3,6-tetrahydro-pyrimidine-4-carbonyl)-5-methyl-benzonitrile). Reaction SMILES: C([O:8][C:9]1[N:14]=[C:13]([C:15]([C:17]2[CH:18]=[C:19]([CH:22]=[C:23]([CH3:25])[CH:24]=2)[C:20]#[N:21])=[O:16])[C:12]([C:26]([CH3:29])([CH3:28])[CH3:27])=[C:11]([O:30]CC2C=CC=CC=2)[N:10]=1)C1C=CC=CC=1>C(O)C.[Pd]>[C:26]([C:12]1[C:11](=[O:30])[NH:10][C:9](=[O:8])[NH:14][C:13]=1[C:15]([C:17]1[CH:18]=[C:19]([CH:22]=[C:23]([CH3:25])[CH:24]=1)[C:20]#[N:21])=[O:16])([CH3:29])([CH3:28])[CH3:27]. Procedure: The solution of (57) (1.1 g, 2.237 mmol) in ethanol (20 ml) was stirred in the presence of 10% palladium on carbon under an atmosphere of hydrogen. After 1.5 hr., the mixture was filtered through celite pad and the filtrate was evaporated in vacuo. The residue was purified by silica gel column chromatography (eluent, methanol:chloroform (5:95)) to afford 786 mg (quantitative) of the title compound as a white solid. m.p. 270-271° C.; 1H NMR (200 MHz, CDCl3) δ 1.00 (9H, s), 2.47 (3H, s), 7.70 (1H,... Starting materials: ClC1=NN=CC2=CC(=CC=C12)C=1C=C(C(=O)OCC)C=CC1C (Ethyl 3-(1-chlorophthalazin-6-yl)-4-methylbenzoate), C(C)(C)N (isopropylamine). Solvent: ClCCl (dichloromethane), C(C)#N (acetonitrile). Conditions: temperature 140 celsius. Product: C(C)(C)NC1=NN=CC2=CC(=CC=C12)C=1C=C(C(=O)OCC)C=CC1C (ethyl 3-(1-(isopropylamino)phthalazin-6-yl)-4-methylbenzoate). Reaction SMILES: Cl[C:2]1[C:11]2[C:6](=[CH:7][C:8]([C:12]3[CH:13]=[C:14]([CH:20]=[CH:21][C:22]=3[CH3:23])[C:15]([O:17][CH2:18][CH3:19])=[O:16])=[CH:9][CH:10]=2)[CH:5]=[N:4][N:3]=1.[CH:24]([NH2:27])([CH3:26])[CH3:25]>C(#N)C.ClCCl>[CH:24]([NH:27][C:2]1[C:11]2[C:6](=[CH:7][C:8]([C:12]3[CH:13]=[C:14]([CH:20]=[CH:21][C:22]=3[CH3:23])[C:15]([O:17][CH2:18][CH3:19])=[O:16])=[CH:9][CH:10]=2)[CH:5]=[N:4][N:3]=1)([CH3:26])[CH3:25]. Procedure: Ethyl 3-(1-chlorophthalazin-6-yl)-4-methylbenzoate (1.4 g) in acetonitrile (10 mL) was treated with isopropylamine (8 mL, 89 mmol). The mixture was stirred at 140° C. (sealed tube) for 15 h. The mixture was dissolved in 100 mL dichloromethane and was washed with water (20 mL), brine (20 mL), then dried over anhydrous Na2SO4, concentrated in vacuo, and purified by column chromatography eluting with 50% ethyl acetate/DCM to give ethyl 3-(1-(isopropylamino)phthalazin-6-yl)-4-methylbenzoate as a whi... Reactants: N(CCO)CCO (diethanolamine), O1C(CCCC1)OCC=1C=C(C=CC1)C(CCC1=C(C(=O)OCC)C=CC=C1)=O (Ethyl 2-(3-(3-((2-tetrahydropyranyl)oxymethyl)phenyl)-3-oxopropyl)benzoate), B.C1CCOC1 (borane THF), CB1OC(C2N1CCC2)(C2=CC=CC=C2)C2=CC=CC=C2.B (tetrahydro-1-methyl-3,3-diphenyl-1H,3H-pyrrolo[1,2-c][1,3,2]oxazaborole borane). The solvent is C1CCOC1 (THF), C1CCOC1 (THF). Run at temperature -45 celsius, time 20 minute. Product: O1C(CCCC1)OCC=1C=C(C=CC1)[C@H](CCC1=C(C(=O)OCC)C=CC=C1)O (Ethyl 2-(3-(3-((2-tetrahydropyranyl)oxymethyl)phenyl)-3(S)-hydroxypropyl)benzoat). Yield: 90.7%. RXN SMILES: [O:1]1[CH2:6][CH2:5][CH2:4][CH2:3][CH:2]1[O:7][CH2:8][C:9]1[CH:10]=[C:11]([C:15](=[O:29])[CH2:16][CH2:17][C:18]2[CH:28]=[CH:27][CH:26]=[CH:25][C:19]=2[C:20]([O:22][CH2:23][CH3:24])=[O:21])[CH:12]=[CH:13][CH:14]=1.CB1N2CCCC2C(C2C=CC=CC=2)(C2C=CC=CC=2)O1.B.B.C1COCC1.N(CCO)CCO>C1COCC1>[O:1]1[CH2:6][CH2:5][CH2:4][CH2:3][CH:2]1[O:7][CH2:8][C:9]1[CH:10]=[C:11]([C@@H:15]([OH:29])[CH2:16][CH2:17][C:18]2[CH:28]=[CH:27][CH:26]=[CH:25][C:19]=2[C:20]([O:22][CH2:23][CH3:24])=[O:21])[CH:12]=[CH:13][CH:14]=1 |f:1.2,3.4|. Procedure: The keto ester of Step 13 (24.8 g, 62.5 mmol) was dissolved in THF (230 mL) and cooled to -45° C. A THF (15 mL) solution of tetrahydro-1-methyl-3,3-diphenyl-1H,3H-pyrrolo[1,2-c][1,3,2]oxazaborole-borane adduct (J. Org. Chem., 56, 751 (1991), 4.55 g, 15.6 mmol) was added dropwise and the resulting mixture was stirred 20 minutes at -45° C. To this solution, 1.0M borane-THF (62.5 mL, 62.5 mmol) was added dropwise over 30 minutes. The reaction mixture was stirred 1 hour at -45° C. followed by anothe... The reactants are OC=1C(=CC2=CC=CC=C2C1)C(=O)O (3-hydroxynaphthalene-2-carboxylic acid), ClC=1C=C(N)C=C(C1)Cl (3,5-dichloroaniline), raw materials. The product is ClC=1C=C(C=C(C1)Cl)NC(=O)C1=CC2=CC=CC=C2C=C1O (N-(3,5-Dichlorophenyl)-3-hydroxy-2-naphthamide). RXN SMILES: [OH:1][C:2]1[C:3]([C:12]([OH:14])=O)=[CH:4][C:5]2[C:10]([CH:11]=1)=[CH:9][CH:8]=[CH:7][CH:6]=2.[Cl:15][C:16]1[CH:17]=[C:18]([CH:20]=[C:21]([Cl:23])[CH:22]=1)[NH2:19]>>[Cl:15][C:16]1[CH:17]=[C:18]([NH:19][C:12]([C:3]2[C:2]([OH:1])=[CH:11][C:10]3[C:5](=[CH:6][CH:7]=[CH:8][CH:9]=3)[CH:4]=2)=[O:14])[CH:20]=[C:21]([Cl:23])[CH:22]=1. Procedure details: Using 3-hydroxynaphthalene-2-carboxylic acid and 3,5-dichloroaniline as the raw materials, the same operation as the example 16 gave the title compound.